From a dataset of the Open Reaction Database (ORD), a public repository of structured organic reaction records. describe an organic reaction: reactants, conditions, products, and yield Reactants: CCOC(=O)CC(=O)OCC, O=C([O-])CC(=O)[O-], [Cl-], [Cl-], O=C(Cl)C(=O)Cl, O=C(O)C1(c2ccc(Cl)cc2)CCOCC1, Cl, [Mg+2], CN(C)C=O. The product is CCOC(=O)C(C(=O)OCC)C(=O)C1(c2ccc(Cl)cc2)CCOCC1. Reaction SMILES: [C:23]([CH2:24][C:25](=[O:26])[O:27][CH2:28][CH3:29])(=[O:30])[O:31][CH2:32][CH3:33].[C:37]([O-:38])(=[O:39])[CH2:40][C:41]([O-:42])=[O:43].[Cl-:34].[Cl-:36].[Cl:17][C:18]([C:19]([Cl:20])=[O:21])=[O:22].[Cl:1][c:2]1[cH:3][cH:4][c:5]([C:8]2([C:14](=[O:15])[OH:16])[CH2:9][CH2:10][O:11][CH2:12][CH2:13]2)[cH:6][cH:7]1.[ClH:44].[Mg+2:35].[O:45]=[CH:46][N:47]([CH3:48])[CH3:49]>>[Cl:1][c:2]1[cH:3][cH:4][c:5]([C:8]2([C:14](=[O:16])[CH:24]([C:23](=[O:30])[O:31][CH2:32][CH3:33])[C:25](=[O:26])[O:27][CH2:28][CH3:29])[CH2:9][CH2:10][O:11][CH2:12][CH2:13]2)[cH:6][cH:7]1. Conditions: time 45 minute. The product is COCCN1C=CC2=NC=CC(=C21)SC2=CC=C(C=C2)[N+](=O)[O-] (1-(2-methoxyethyl)-7-(4-nitrophenylthio)-1H-pyrrolo[3,2-b]pyridine). Procedure details: A sealed vial was charged with potassium hydroxide (0.124 g, 2.21 mmol) and DMSO (5 mL). 7-(4-nitrophenylthio)-1H-pyrrolo[3,2-b]pyridine (0.150 g, 0.553 mmol) was added and the reaction was stirred for 45 minutes. 1-Bromo-2-methoxyethane (0.104 ml, 1.11 mmol) was added, the system was flushed with argon, and the reaction was stirred at RT for 2 hours. LC-MS indicated starting material remaining, so 1 eq. bromoether was added and the reaction stirred for two more hours. The reaction was diluted w... The reactants are BrOBr (bromoether), [OH-].[K+] (potassium hydroxide), [N+](=O)([O-])C1=CC=C(C=C1)SC1=C2C(=NC=C1)C=CN2 (7-(4-nitrophenylthio)-1H-pyrrolo[3,2-b]pyridine), BrCCOC (1-Bromo-2-methoxyethane). As a reaction SMILES: [OH-].[K+].[N+:3]([C:6]1[CH:11]=[CH:10][C:9]([S:12][C:13]2[CH:18]=[CH:17][N:16]=[C:15]3[CH:19]=[CH:20][NH:21][C:14]=23)=[CH:8][CH:7]=1)([O-:5])=[O:4].Br[CH2:23][CH2:24][O:25][CH3:26].BrOBr>O.CS(C)=O>[CH3:26][O:25][CH2:24][CH2:23][N:21]1[C:14]2[C:15](=[N:16][CH:17]=[CH:18][C:13]=2[S:12][C:9]2[CH:10]=[CH:11][C:6]([N+:3]([O-:5])=[O:4])=[CH:7][CH:8]=2)[CH:19]=[CH:20]1 |f:0.1|. The solvent is CS(=O)C (DMSO), O (water).